Dataset: the Open Reaction Database (ORD), a public repository of structured organic reaction records. Task: describe an organic reaction: reactants, conditions, products, and yield The reactants are CS(=O)(=O)OCC(F)(F)F, CN(C)C=O, COC1CCN(C(=O)c2cc3cc(C(=O)N4CCN(C(C)C)CC4)ccc3[nH]2)CC1, [H-], [Na+]. The product is COC1CCN(C(=O)c2cc3cc(C(=O)N4CCN(C(C)C)CC4)ccc3n2CC(F)(F)F)CC1. Reaction SMILES: [CH3:33][S:34]([O:35][CH2:38][C:39]([F:40])([F:41])[F:42])(=[O:36])=[O:37].[CH3:43][N:44]([CH3:45])[CH:46]=[O:47].[CH:1]([CH3:2])([CH3:3])[N:4]1[CH2:5][CH2:6][N:7]([C:10](=[O:11])[c:12]2[cH:13][c:14]3[cH:15][c:16]([C:21](=[O:22])[N:23]4[CH2:24][CH2:25][CH:26]([O:29][CH3:30])[CH2:27][CH2:28]4)[nH:17][c:18]3[cH:19][cH:20]2)[CH2:8][CH2:9]1.[H-:31].[Na+:32]>>[CH:1]([CH3:2])([CH3:3])[N:4]1[CH2:5][CH2:6][N:7]([C:10](=[O:11])[c:12]2[cH:13][c:14]3[cH:15][c:16]([C:21](=[O:22])[N:23]4[CH2:24][CH2:25][CH:26]([O:29][CH3:30])[CH2:27][CH2:28]4)[n:17]([CH2:38][C:39]([F:40])([F:41])[F:42])[c:18]3[cH:19][cH:20]2)[CH2:8][CH2:9]1. Reactants: C1=CC(=CC(=C1)CN)CN (MXDA), CC(C)O (IPA). Solvent: O (water). Reaction conditions: temperature 90 celsius, time 1 hour. Yields the product C1=CC(=CC(=C1)CN)CN.CC(C)O (MXDA IPA). Isolated yield 144.6%. RXN SMILES: [CH:1]1[CH:6]=[C:5]([CH2:7][NH2:8])[CH:4]=[C:3]([CH2:9][NH2:10])[CH:2]=1.[CH3:11][CH:12]([OH:14])[CH3:13]>O>[CH:1]1[CH:6]=[C:5]([CH2:7][NH2:8])[CH:4]=[C:3]([CH2:9][NH2:10])[CH:2]=1.[CH3:11][CH:12]([OH:14])[CH3:13] |f:3.4|. Reported procedure: 1440 g of MXDA and 1750 g of IPA were mixed with 3.0 kg of water and stirred at 90° C. for 1 hour. After becoming clear, the mixture solution was cooled to 25° C. The precipitate was then isolated by decantation, and vacuum dried at 25° C. for 24hours. 3.0 kg of MXDA/IPA salt was thus obtained. Starting materials: NC(=O)Cc1c(Br)n(Cc2ccccc2)c2ccc(O)cc12, COP(=O)(CCCOc1ccc2c(c1)c(CC(N)=O)c(Br)n2Cc1ccccc1)OC. RXN SMILES: [Br:32][c:33]1[n:34]([CH2:35][c:36]2[cH:37][cH:38][cH:39][cH:40][cH:41]2)[c:42]2[c:43]([c:44]1[CH2:45][C:46]([NH2:47])=[O:48])[cH:49][c:50]([OH:51])[cH:52][cH:53]2.[CH3:1][O:2][P:3]([O:4][CH3:5])(=[O:6])[CH2:7][CH2:8][CH2:9][O:10][c:11]1[cH:12][c:13]2[c:14]([cH:15][cH:16]1)[n:17]([CH2:18][c:19]1[cH:20][cH:21][cH:22][cH:23][cH:24]1)[c:25]([Br:26])[c:27]2[CH2:28][C:29]([NH2:30])=[O:31]>>[CH3:1][O:2][P:3]([O:4][CH3:5])(=[O:6])[CH2:7][CH2:8][CH2:9][Br:32]. Yields the product COP(=O)(CCCBr)OC. The solvent is C(C)O (ethanol). As a reaction SMILES: [O:1]=[S:2]1(=[O:37])[C:8]2[CH:9]=[C:10]([O:15][CH2:16][C:17]([O:19]CC)=[O:18])[C:11]([S:13][CH3:14])=[CH:12][C:7]=2[N:6]([C:22]2[CH:27]=[CH:26][C:25]([Cl:28])=[CH:24][CH:23]=2)[CH2:5][C:4]([CH2:33][CH2:34][CH2:35][CH3:36])([CH2:29][CH2:30][CH2:31][CH3:32])[CH2:3]1.[OH-].[Na+]>C(O)C>[O:37]=[S:2]1(=[O:1])[C:8]2[CH:9]=[C:10]([O:15][CH2:16][C:17]([OH:19])=[O:18])[C:11]([S:13][CH3:14])=[CH:12][C:7]=2[N:6]([C:22]2[CH:23]=[CH:24][C:25]([Cl:28])=[CH:26][CH:27]=2)[CH2:5][C:4]([CH2:33][CH2:34][CH2:35][CH3:36])([CH2:29][CH2:30][CH2:31][CH3:32])[CH2:3]1 |f:1.2|. Isolated yield 91.2%. Reactants: O=S1(CC(CN(C2=C1C=C(C(=C2)SC)OCC(=O)OCC)C2=CC=C(C=C2)Cl)(CCCC)CCCC)=O (1,1-dioxo-3,3-dibutyl-5-(4-chlorophenyl)-7-methylthio-8-ethoxycarbonylmethoxy-2,3,4,5-tetrahydro-1,5-benzothiazepine), [OH-].[Na+] (NaOH). Conditions: time 70 minute. Reported procedure: To a solution of 1,1-dioxo-3,3-dibutyl-5-(4-chlorophenyl)-7-methylthio-8-ethoxycarbonylmethoxy-2,3,4,5-tetrahydro-1,5-benzothiazepine (Method 100; 0.195 g, 0.343 mmol) in ethanol (8 ml) was added NaOH (1.03 mmol in 0.5 ml water). The reaction mixture was stirred at room temperature for 70 min and then quenched by adding acetic acid (0.3 ml). The solvent was evaporated under reduced pressure and the residue was extracted with DCM/water. The organic layer was separated, washed with brine, dried an... Yields the product O=S1(CC(CN(C2=C1C=C(C(=C2)SC)OCC(=O)O)C2=CC=C(C=C2)Cl)(CCCC)CCCC)=O (1,1-Dioxo-3,3-dibutyl-5-(4-chlorophenyl)-7-methylthio-8-carboxymethoxy-2,3,4,5-tetrahydro-1,5-benzothiazepine). Reactants: CC1CCCC(C)N1Cc1cccc(NC(=O)OC(C)(C)C)n1, CO, Cl, [Na+], [OH-]. Product: CC1CCCC(C)N1Cc1cccc(N)n1. Reaction SMILES: [C:2]([O:3][C:4](=[O:5])[NH:8][c:9]1[n:10][c:11]([CH2:15][N:16]2[CH:17]([CH3:23])[CH2:18][CH2:19][CH2:20][CH:21]2[CH3:22])[cH:12][cH:13][cH:14]1)([CH3:6])([CH3:7])[CH3:24].[CH3:27][OH:28].[ClH:1].[Na+:26].[OH-:25]>>[NH2:8][c:9]1[n:10][c:11]([CH2:15][N:16]2[CH:17]([CH3:23])[CH2:18][CH2:19][CH2:20][CH:21]2[CH3:22])[cH:12][cH:13][cH:14]1. The reactants are BrCCBr, O=C([O-])[O-], COC(=O)c1cccc(O)c1, CC(C)=O, [K+], [K+]. Yields the product COC(=O)c1cccc(OCCBr)c1. Reaction SMILES: [Br:12][CH2:13][CH2:14][Br:15].[C:16](=[O:17])([O-:18])[O-:19].[CH3:1][O:2][C:3]([c:4]1[cH:5][c:6]([OH:10])[cH:7][cH:8][cH:9]1)=[O:11].[CH3:22][C:23](=[O:24])[CH3:25].[K+:20].[K+:21]>>[CH3:1][O:2][C:3]([c:4]1[cH:5][c:6]([O:10][CH2:14][CH2:13][Br:12])[cH:7][cH:8][cH:9]1)=[O:11]. The reactants are O=C1Nc2cccc3c2C1(CCCCBr)CCC3, O=C([O-])[O-], c1ccc(CC2CCNCC2)cc1, CN(C)C=O, [K+], [K+]. Yields the product O=C1Nc2cccc3c2C1(CCCCN1CCC(Cc2ccccc2)CC1)CCC3. As a reaction SMILES: [Br:1][CH2:2][CH2:3][CH2:4][CH2:5][C:6]12[C:7](=[O:18])[NH:8][c:9]3[cH:10][cH:11][cH:12][c:13]([c:14]31)[CH2:15][CH2:16][CH2:17]2.[C:32](=[O:33])([O-:34])[O-:35].[CH2:19]([c:20]1[cH:21][cH:22][cH:23][cH:24][cH:25]1)[CH:26]1[CH2:27][CH2:28][NH:29][CH2:30][CH2:31]1.[CH3:38][N:39]([CH3:40])[CH:41]=[O:42].[K+:36].[K+:37]>>[CH2:2]([CH2:3][CH2:4][CH2:5][C:6]12[C:7](=[O:18])[NH:8][c:9]3[cH:10][cH:11][cH:12][c:13]([c:14]31)[CH2:15][CH2:16][CH2:17]2)[N:29]1[CH2:28][CH2:27][CH:26]([CH2:19][c:20]2[cH:21][cH:22][cH:23][cH:24][cH:25]2)[CH2:31][CH2:30]1.